Dataset: the Open Reaction Database (ORD), a public repository of structured organic reaction records. Task: describe an organic reaction: reactants, conditions, products, and yield Starting materials: C12(CC3CC(CC(C1)C3)C2)N (Adamantylamine), C(=O)(O)CP(OC)(OC)=O (dimethyl (carboxymethyl)phosphonate), C1(CCCCC1)N=C=NC1CCCCC1 (dicyclohexylcarbodiimide). Run in C(Cl)Cl (methylene chloride). Yields the product C12(CC3CC(CC(C1)C3)C2)NC(=O)CP(O)(O)=O ([(Adamantylcarbamoyl)methyl]phosphonic acid). As a reaction SMILES: [C:1]12([NH2:11])[CH2:10][CH:5]3[CH2:6][CH:7]([CH2:9][CH:3]([CH2:4]3)[CH2:2]1)[CH2:8]2.[C:12]([CH2:15][P:16](=[O:21])([O:19]C)[O:17]C)(O)=[O:13].C1(N=C=NC2CCCCC2)CCCCC1>C(Cl)Cl>[C:1]12([NH:11][C:12]([CH2:15][P:16](=[O:17])([OH:21])[OH:19])=[O:13])[CH2:8][CH:7]3[CH2:6][CH:5]([CH2:4][CH:3]([CH2:9]3)[CH2:2]1)[CH2:10]2. Reported procedure: Adamantylamine (0.045 mole) and dimethyl (carboxymethyl)phosphonate (0.04 mole) were dissolved in 100 ml. of methylene chloride. As the solution was stirred, dicyclohexylcarbodiimide was added portionwise. The solution was stirred overnight, and the mixture filtered. The filtrate was concentrated to a solid. It was recrystallized from an appropriate solvent such as methanol. m.p. 190°-4° C.; yield, 32%. Reactants: O (water), C([O-])([O-])=O.[K+].[K+] (potassium carbonate), C(C1=CC=CC=C1)N1C=NC=2N(C(NC(C12)=O)=O)CCCC (7-benzyl-3-butylxanthine), COCCCCl (3-methoxypropyl chloride). Solvent: CN(C=O)C (dimethylformamide). Reaction conditions: temperature 60 celsius, time 1 hour. The product is C(C1=CC=CC=C1)N1C=NC=2N(C(N(C(C12)=O)CCCOC)=O)CCCC (7-Benzyl-3-butyl-1-(3-methoxypropyl)xanthine). As a reaction SMILES: C(=O)([O-])[O-].[K+].[K+].[CH2:7]([N:14]1[C:22]2[C:21](=[O:23])[NH:20][C:19](=[O:24])[N:18]([CH2:25][CH2:26][CH2:27][CH3:28])[C:17]=2[N:16]=[CH:15]1)[C:8]1[CH:13]=[CH:12][CH:11]=[CH:10][CH:9]=1.[CH3:29][O:30][CH2:31][CH2:32][CH2:33]Cl.O>CN(C)C=O>[CH2:7]([N:14]1[C:22]2[C:21](=[O:23])[N:20]([CH2:33][CH2:32][CH2:31][O:30][CH3:29])[C:19](=[O:24])[N:18]([CH2:25][CH2:26][CH2:27][CH3:28])[C:17]=2[N:16]=[CH:15]1)[C:8]1[CH:13]=[CH:12][CH:11]=[CH:10][CH:9]=1 |f:0.1.2|. Procedure details: 2.1 g (15.2 mmol) of potassium carbonate were added to a hot solution of 3 g (10.0 mmol) of 7-benzyl-3-butylxanthine from stage a) in 90 ml of dimethylformamide at 60° C. and the mixture was stirred at 60° C. for one hour. 1.3 g (12.0 mol) of 3-methoxypropyl chloride were then added dropwise and the mixture was stirred at 100° C. for 3 hours. It was then allowed to cool to room temperature, and was treated with water and extracted using dichloromethane. The organic phase was washed with water an... Starting materials: CO, COC(=O)c1cc(Cl)ccc1NC(C)C, [Na+], [OH-]. Product: CC(C)Nc1ccc(Cl)cc1C(=O)O. RXN SMILES: [CH3:18][OH:19].[CH3:1][O:2][C:3]([c:4]1[c:5]([NH:11][CH:12]([CH3:13])[CH3:14])[cH:6][cH:7][c:8]([Cl:10])[cH:9]1)=[O:15].[Na+:17].[OH-:16]>>[O:2]=[C:3]([c:4]1[c:5]([NH:11][CH:12]([CH3:13])[CH3:14])[cH:6][cH:7][c:8]([Cl:10])[cH:9]1)[OH:15]. Starting materials: COC=1C=C(C=CC1OC)N1C[C@H](NCC1)C ((3R)-1-(3,4-dimethoxyphenyl)-3-methylpiperazine), BrC1=CC=C(C=C1)OC (1-bromo-4-methoxybenzene). The product is COC1=CC=C(C=C1)N1C[C@H](NCC1)C ((3R)-1-(4-methoxyphenyl)-3-methylpiperazine). As a reaction SMILES: CO[C:3]1[CH:4]=[C:5]([N:11]2[CH2:16][CH2:15][NH:14][C@H:13]([CH3:17])[CH2:12]2)[CH:6]=[CH:7][C:8]=1[O:9][CH3:10].BrC1C=CC(OC)=CC=1>>[CH3:10][O:9][C:8]1[CH:7]=[CH:6][C:5]([N:11]2[CH2:16][CH2:15][NH:14][C@H:13]([CH3:17])[CH2:12]2)=[CH:4][CH:3]=1. Reported procedure: The title compound was prepared following the procedure of Intermediate 25, but starting from 1-bromo-4-methoxybenzene. Purification by flash chromatography (CHCl3/MeOH) gave the title compound as a yellow oil. M+(ESI): 207.2. HPLC (Condition A), Rt: 1.2 min (HPLC purity: 922%). The product is COCCCOc1ccccc1C(=O)NCC(CC(NC(=O)OC(C)(C)C)C1CO1)C(C)C. Reactants: O=C([O-])c1ccccc1C(=O)O[O-], C=CC(CC(CNC(=O)c1ccccc1OCCCOC)C(C)C)NC(=O)OC(C)(C)C, CO, [Mg+2]. Reaction SMILES: [C:33]([O:34][O-:35])(=[O:36])[c:38]1[c:39]([C:44](=[O:37])[O-:45])[cH:40][cH:41][cH:42][cH:43]1.[CH3:1][O:2][CH2:3][CH2:4][CH2:5][O:6][c:7]1[c:8]([C:9](=[O:10])[NH:11][CH2:12][CH:13]([CH2:14][CH:15]([CH:16]=[CH2:17])[NH:18][C:19]([O:20][C:21]([CH3:22])([CH3:23])[CH3:24])=[O:25])[CH:26]([CH3:27])[CH3:28])[cH:29][cH:30][cH:31][cH:32]1.[CH3:47][OH:48].[Mg+2:46]>>[CH3:1][O:2][CH2:3][CH2:4][CH2:5][O:6][c:7]1[c:8]([C:9](=[O:10])[NH:11][CH2:12][CH:13]([CH2:14][CH:15]([CH:16]2[CH2:17][O:37]2)[NH:18][C:19]([O:20][C:21]([CH3:22])([CH3:23])[CH3:24])=[O:25])[CH:26]([CH3:27])[CH3:28])[cH:29][cH:30][cH:31][cH:32]1. Conditions: time 1 hour. Product: C(C)(=O)OC1C2NC(OC(C(C1OC(C)=O)OC(C)=O)(C2)C)=O (6,7,8-triacetoxy-1-methyl-3-oxo-2-oxa-4-azabicyclo[3.3.1]nonane). The solvent is C1(=CC=CC=C1)C (toluene). Reactants: C(C)(=O)OC1C2NC(OC(C(C1OC(C)=O)OC(C)=O)(C2)CBr)=O (6,7,8-Triacetoxy-1-bromomethyl-3-oxo-2-oxa-4-azabicyclo[3.3.1]nonane), C(CCC)[SnH](CCCC)CCCC (tri-n-butyltin hydride), N(=NC(C#N)(C)C)C(C#N)(C)C (α,α'-azo-bis-isobutyronitrile). Reported procedure: 6,7,8-Triacetoxy-1-bromomethyl-3-oxo-2-oxa-4-azabicyclo[3.3.1]nonane (as described in Example 1 of the Japanese Patent Application No. 144309/1981, pp. 37) (800 mg) is dissolved in toluene (50 ml), and tri-n-butyltin hydride (1 ml) and α,α'-azo-bis-isobutyronitrile (100 mg) are added to the solution, followed by reflux with stirring for 1 hour. The reaction mixture is concentrated under reduced pressure, and petroleum ether is added to the residue, which is allowed to stand overnight in a refrig... RXN SMILES: [C:1]([O:4][CH:5]1[CH:12]([O:13][C:14](=[O:16])[CH3:15])[CH:11]([O:17][C:18](=[O:20])[CH3:19])[C:10]2([CH2:22]Br)[CH2:21][CH:6]1[NH:7][C:8](=[O:24])[O:9]2)(=[O:3])[CH3:2].C([SnH](CCCC)CCCC)CCC.N(C(C)(C)C#N)=NC(C)(C)C#N>C1(C)C=CC=CC=1>[C:1]([O:4][CH:5]1[CH:12]([O:13][C:14](=[O:16])[CH3:15])[CH:11]([O:17][C:18](=[O:20])[CH3:19])[C:10]2([CH3:22])[CH2:21][CH:6]1[NH:7][C:8](=[O:24])[O:9]2)(=[O:3])[CH3:2].